Dataset: the Open Reaction Database (ORD), a public repository of structured organic reaction records. Task: describe an organic reaction: reactants, conditions, products, and yield Starting materials: C(=O)O (HCOOH), CC(C)([O-])C.[K+] (Potassium tert-butoxide), ClC1=C(C=CC(=C1)O)C(C(C(F)(F)F)(O)C1=CC2=C(N(C(N2C)=O)C)C=C1)C (5-[2-(2-Chloro-4-hydroxy-phenyl)-1-hydroxy-1-trifluoromethyl-propyl]-1,3-dimethyl-1,3-dihydro-benzoimidazol-2-one), ClC1=C(C(=O)OC)C=C(C=N1)Cl (methyl 2,5-dichloronicotinate). The solvent is CN(C)C=O (DMF). Reaction conditions: time 8 hour. Yields the product COC(C1=C(N=CC(=C1)Cl)OC1=CC(=C(C=C1)C(C(C(F)(F)F)(O)C1=CC2=C(N(C(N2C)=O)C)C=C1)C)Cl)=O (5-Chloro-2-{3-chloro-4-[2-(1,3-dimethyl-2-oxo-2,3-dihydro-1H-benzoimidazol-5-yl)-3,3,3-trifluoro-2-hydroxy-1-methyl-propyl]-phenoxy}-nicotinic acid methyl ester). As a reaction SMILES: CC(C)([O-])C.[K+].[Cl:7][C:8]1[CH:13]=[C:12]([OH:14])[CH:11]=[CH:10][C:9]=1[CH:15]([CH3:34])[C:16]([C:22]1[CH:33]=[CH:32][C:25]2[N:26]([CH3:31])[C:27](=[O:30])[N:28]([CH3:29])[C:24]=2[CH:23]=1)([OH:21])[C:17]([F:20])([F:19])[F:18].Cl[C:36]1[N:45]=[CH:44][C:43]([Cl:46])=[CH:42][C:37]=1[C:38]([O:40][CH3:41])=[O:39].C(O)=O>CN(C=O)C>[CH3:41][O:40][C:38](=[O:39])[C:37]1[CH:42]=[C:43]([Cl:46])[CH:44]=[N:45][C:36]=1[O:14][C:12]1[CH:11]=[CH:10][C:9]([CH:15]([CH3:34])[C:16]([C:22]2[CH:33]=[CH:32][C:25]3[N:26]([CH3:31])[C:27](=[O:30])[N:28]([CH3:29])[C:24]=3[CH:23]=2)([OH:21])[C:17]([F:18])([F:19])[F:20])=[C:8]([Cl:7])[CH:13]=1 |f:0.1|. Procedure: Potassium tert-butoxide (6 mg) was added to a solution of 5-[2-(2-chloro-4-hydroxy-phenyl)-1-hydroxy-1-trifluoromethyl-propyl]-1,3-dimethyl-1,3-dihydro-benzoimidazol-2-one (Example 85, 20 mg) in DMF (3.6 ml). The solution was added to methyl 2,5-dichloronicotinate (CAS Reg. No. 67754-03-4, 20 mg). The resulting mixture was stirred overnight at room temperature. The mixture was acidified with HCOOH and purified by prep. HPLC (C18-column, solvent gradient 20-98% CH3CN in 0.1% HCOOH[aq]) to give th... The solvent is C1CCOC1 (THF). Run at time 2 hour. Procedure details: To a solution of ethyl 7-methoxy-3-methyl-1H-indazole-5-carboxylate (516 mg, 2.08 mmol) in THF (17 mL) was added 1 M LiOH (4.2 mL, 4.2 mmol) and the mixture was heated at reflux overnight. Analysis indicated the presence of small amounts of unreacted starting material; therefore, a small amount of ethanol was added to assist in solubilizing materials. Heating was continued for an additional 2 hours before concentrating to dryness. The residue was triturated with 1 N HCl, the solids were isolated... Product: CC1=NNC2=C(C=C(C=C12)C(=O)O)OC (3-Methyl-7-methoxy-1H-indazole-5-carboxylic acid). As a reaction SMILES: [CH3:1][O:2][C:3]1[CH:4]=[C:5]([C:13]([O:15]CC)=[O:14])[CH:6]=[C:7]2[C:11]=1[NH:10][N:9]=[C:8]2[CH3:12].[Li+].[OH-].C(O)C>C1COCC1>[CH3:12][C:8]1[C:7]2[C:11](=[C:3]([O:2][CH3:1])[CH:4]=[C:5]([C:13]([OH:15])=[O:14])[CH:6]=2)[NH:10][N:9]=1 |f:1.2|. The yield is 97.2%. Reactants: COC=1C=C(C=C2C(=NNC12)C)C(=O)OCC (ethyl 7-methoxy-3-methyl-1H-indazole-5-carboxylate), [Li+].[OH-] (LiOH), C(C)O (ethanol). Reactants: ClCCl, O=C(O)C(F)(F)F, CC(C)(C)OC(=O)Nc1ccc2cnccc2n1. The product is Nc1ccc2cnccc2n1. RXN SMILES: [Cl:26][CH2:27][Cl:28].[F:19][C:20]([F:21])([F:22])[C:23]([OH:24])=[O:25].[n:1]1[c:2]([NH:11][C:12](=[O:13])[O:14][C:15]([CH3:16])([CH3:17])[CH3:18])[cH:3][cH:4][c:5]2[cH:6][n:7][cH:8][cH:9][c:10]12>>[n:1]1[c:2]([NH2:11])[cH:3][cH:4][c:5]2[cH:6][n:7][cH:8][cH:9][c:10]12. The reactants are COC(=O)C=CC=C(c1ccc(OC)cc1)C1CC1, CO, CCCCCC, CC(C)O, [Na+], [OH-]. Product: COc1ccc(C(=CC=CC(=O)O)C2CC2)cc1. RXN SMILES: [CH3:1][O:2][C:3]([CH:4]=[CH:5][CH:6]=[C:7]([c:8]1[cH:9][cH:10][c:11]([O:14][CH3:15])[cH:12][cH:13]1)[CH:16]1[CH2:17][CH2:18]1)=[O:19].[CH3:20][OH:21].[CH3:24][CH2:25][CH2:26][CH2:27][CH2:28][CH3:29].[CH3:30][CH:31]([OH:32])[CH3:33].[Na+:23].[OH-:22]>>[O:2]=[C:3]([CH:4]=[CH:5][CH:6]=[C:7]([c:8]1[cH:9][cH:10][c:11]([O:14][CH3:15])[cH:12][cH:13]1)[CH:16]1[CH2:17][CH2:18]1)[OH:19]. Starting materials: O=C([O-])[O-], [Cs+], [Cs+], CC(C)I, CN(C)C=O, CC(=O)NC(C)CCc1ccc(Oc2ccc(O)cn2)cc1. Yields the product CC(=O)NC(C)CCc1ccc(Oc2ccc(OC(C)C)cn2)cc1. Reaction SMILES: [C:27](=[O:28])([O-:29])[O-:30].[Cs+:31].[Cs+:32].[I:23][CH:24]([CH3:25])[CH3:26].[O:33]=[CH:34][N:35]([CH3:36])[CH3:37].[OH:1][c:2]1[cH:3][cH:4][c:5]([O:8][c:9]2[cH:10][cH:11][c:12]([CH2:15][CH2:16][CH:17]([CH3:18])[NH:19][C:20]([CH3:21])=[O:22])[cH:13][cH:14]2)[n:6][cH:7]1>>[O:1]([c:2]1[cH:3][cH:4][c:5]([O:8][c:9]2[cH:10][cH:11][c:12]([CH2:15][CH2:16][CH:17]([CH3:18])[NH:19][C:20]([CH3:21])=[O:22])[cH:13][cH:14]2)[n:6][cH:7]1)[CH:24]([CH3:25])[CH3:26]. Reactants: NCC1=C(N(C2=CC(=CC=C2C1=O)OC)C1=CC=CC=C1)C(=O)OC (methyl 3-(aminomethyl)-7-methoxy-4-oxo-1-phenyl-1,4-dihydroquinoline-2-carboxylate), N1=CC(=CC=C1)C(=O)Cl (pyridine-3-carbonyl chloride). The product is COC(=O)C=1N(C2=CC(=CC=C2C(C1CNC(=O)C=1C=NC=CC1)=O)OC)C1=CC=CC=C1 (7-Methoxy-4-oxo-1-phenyl-3-{[(pyridine-3-carbonyl)-amino]-methyl}-1,4-dihydroquin-oline-2-carboxylic acid methyl ester). As a reaction SMILES: [NH2:1][CH2:2][C:3]1[C:12](=[O:13])[C:11]2[C:6](=[CH:7][C:8]([O:14][CH3:15])=[CH:9][CH:10]=2)[N:5]([C:16]2[CH:21]=[CH:20][CH:19]=[CH:18][CH:17]=2)[C:4]=1[C:22]([O:24][CH3:25])=[O:23].[N:26]1[CH:31]=[CH:30][CH:29]=[C:28]([C:32](Cl)=[O:33])[CH:27]=1>>[CH3:25][O:24][C:22]([C:4]1[N:5]([C:16]2[CH:17]=[CH:18][CH:19]=[CH:20][CH:21]=2)[C:6]2[C:11]([C:12](=[O:13])[C:3]=1[CH2:2][NH:1][C:32]([C:28]1[CH:27]=[N:26][CH:31]=[CH:30][CH:29]=1)=[O:33])=[CH:10][CH:9]=[C:8]([O:14][CH3:15])[CH:7]=2)=[O:23]. Procedure: 7-Methoxy-4-oxo-1-phenyl-3-{[(pyridine-3-carbonyl)-amino]-methyl}-1,4-dihydroquin-oline-2-carboxylic acid methyl ester was prepared starting from intermediate K and pyridine-3-carbonyl chloride. MS calcd. for C25H21N3O5 [(M+H)+] 444.2, obsd. 444.0. Reactants: CC(=O)O, Nc1nc(-c2ccncc2)nc2c1cnn2C1CCCC1, [Na+], [OH-], O=[N+]([O-])O, O=S(=O)(O)O. Product: Nc1nc(-c2ccncc2)nc2c1c([N+](=O)[O-])nn2C1CCCC1. Reaction SMILES: [CH3:28][C:29](=[O:30])[OH:31].[CH:1]1([n:6]2[n:7][cH:8][c:9]3[c:10]2[n:11][c:12](-[c:16]2[cH:17][cH:18][n:19][cH:20][cH:21]2)[n:13][c:14]3[NH2:15])[CH2:2][CH2:3][CH2:4][CH2:5]1.[Na+:27].[OH-:26].[OH:22][N+:23]([O-:24])=[O:25].[S:32](=[O:33])(=[O:34])([OH:35])[OH:36]>>[CH:1]1([n:6]2[n:7][c:8]([N+:23](=[O:22])[O-:24])[c:9]3[c:10]2[n:11][c:12](-[c:16]2[cH:17][cH:18][n:19][cH:20][cH:21]2)[n:13][c:14]3[NH2:15])[CH2:2][CH2:3][CH2:4][CH2:5]1. Starting materials: COCc1ccc(OC)c(Br)c1O, O=C([O-])[O-], CI, CC(C)=O, [K+], [K+]. The product is COCc1ccc(OC)c(Br)c1OC. Reaction SMILES: [Br:1][c:2]1[c:3]([OH:13])[c:4]([CH2:10][O:11][CH3:12])[cH:5][cH:6][c:7]1[O:8][CH3:9].[C:16](=[O:17])([O-:18])[O-:19].[CH3:14][I:15].[CH3:22][C:23](=[O:24])[CH3:25].[K+:20].[K+:21]>>[Br:1][c:2]1[c:3]([O:13][CH3:16])[c:4]([CH2:10][O:11][CH3:12])[cH:5][cH:6][c:7]1[O:8][CH3:9].